Dataset: the Open Reaction Database (ORD), a public repository of structured organic reaction records. Task: describe an organic reaction: reactants, conditions, products, and yield The reactants are Cl, Cc1ccc(-c2cccc3c2OC(CN=[N+]=[N-])C3)cc1. Yields the product Cc1ccc(-c2cccc3c2OC(CN)C3)cc1. Reaction SMILES: [ClH:21].[N:1](=[N+:2]=[N-:3])[CH2:4][CH:5]1[O:6][c:7]2[c:8]([cH:10][cH:11][cH:12][c:13]2-[c:14]2[cH:15][cH:16][c:17]([CH3:20])[cH:18][cH:19]2)[CH2:9]1>>[NH2:1][CH2:4][CH:5]1[O:6][c:7]2[c:8]([cH:10][cH:11][cH:12][c:13]2-[c:14]2[cH:15][cH:16][c:17]([CH3:20])[cH:18][cH:19]2)[CH2:9]1. Reactants: CCN(C(C)C)C(C)C, O=S(=O)(c1cc(Cl)cc(Cl)c1O)N(Cc1ccc(F)cc1)Cc1ccc(CNCc2ccc(F)cc2)cc1, ClCCl, O=S(=O)(Cl)c1ccc(C(F)(F)F)nc1. Yields the product O=S(=O)(c1ccc(C(F)(F)F)nc1)N(Cc1ccc(F)cc1)Cc1ccc(CN(Cc2ccc(F)cc2)S(=O)(=O)c2cc(Cl)cc(Cl)c2O)cc1. RXN SMILES: [CH:53]([N:54]([CH:55]([CH3:56])[CH3:57])[CH2:58][CH3:59])([CH3:60])[CH3:61].[Cl:1][c:2]1[c:3]([OH:38])[c:4]([S:9](=[O:10])(=[O:11])[N:12]([CH2:13][c:14]2[cH:15][cH:16][c:17]([CH2:20][NH:21][CH2:22][c:23]3[cH:24][cH:25][c:26]([F:29])[cH:27][cH:28]3)[cH:18][cH:19]2)[CH2:30][c:31]2[cH:32][cH:33][c:34]([F:37])[cH:35][cH:36]2)[cH:5][c:6]([Cl:8])[cH:7]1.[Cl:62][CH2:63][Cl:64].[F:39][C:40]([c:41]1[cH:42][cH:43][c:44]([S:47](=[O:48])(=[O:49])[Cl:50])[cH:45][n:46]1)([F:51])[F:52]>>[Cl:1][c:2]1[c:3]([OH:38])[c:4]([S:9](=[O:10])(=[O:11])[N:12]([CH2:13][c:14]2[cH:15][cH:16][c:17]([CH2:20][N:21]([CH2:22][c:23]3[cH:24][cH:25][c:26]([F:29])[cH:27][cH:28]3)[S:47]([c:44]3[cH:43][cH:42][c:41]([C:40]([F:39])([F:51])[F:52])[n:46][cH:45]3)(=[O:48])=[O:49])[cH:18][cH:19]2)[CH2:30][c:31]2[cH:32][cH:33][c:34]([F:37])[cH:35][cH:36]2)[cH:5][c:6]([Cl:8])[cH:7]1. Product: S(C)(=O)(=O)O.C(#N)CNC(=O)[C@H]1[C@@H](CCCC1)CS(=O)(=O)C1=CC=C(C=C1)SCCNC1=CC=NC=C1 (trans-N-cyanomethyl-2-[4-(2-pyridin-4-ylaminoethylsulfanyl)-benzenesulfonyl-methyl]cyclohexanecarboxamide mesylate salt). Starting materials: C(C1=CC=NC=C1)(=O)Cl (isonicotinoyl hydrochloride), C(#N)CNC(=O)[C@H]1[C@@H](CCCC1)CS(=O)(=O)C1=CC=C(C=C1)SCCN (trans-N-cyanomethyl-2-[4-(aminoethylsulfanyl)benzenesulfonylmethyl]cyclohexanecarboxamide), C(C)(C)N(CC)C(C)C (diisopropylethylamine). Run in O1CCCC1 (tetrahydrofuran). RXN SMILES: C(Cl)(=[O:8])[C:2]1[CH:7]=[CH:6][N:5]=[CH:4][CH:3]=1.[C:10]([CH2:12][NH:13][C:14]([C@@H:16]1[CH2:21][CH2:20][CH2:19][CH2:18][C@H:17]1[CH2:22][S:23]([C:26]1[CH:31]=[CH:30][C:29]([S:32][CH2:33][CH2:34][NH2:35])=[CH:28][CH:27]=1)(=[O:25])=[O:24])=[O:15])#[N:11].C(N(C(C)C)CC)(C)C>O1CCCC1>[S:23]([OH:24])(=[O:25])(=[O:8])[CH3:26].[C:10]([CH2:12][NH:13][C:14]([C@@H:16]1[CH2:21][CH2:20][CH2:19][CH2:18][C@H:17]1[CH2:22][S:23]([C:26]1[CH:31]=[CH:30][C:29]([S:32][CH2:33][CH2:34][NH:35][C:2]2[CH:3]=[CH:4][N:5]=[CH:6][CH:7]=2)=[CH:28][CH:27]=1)(=[O:24])=[O:25])=[O:15])#[N:11] |f:4.5|. Run at time 8 hour. Reported procedure: To a mixture of isonicotinoyl hydrochloride (20 mg, 0.112 mmol) and trans-N-cyanomethyl-2-[4-(aminoethylsulfanyl)benzenesulfonylmethyl]cyclohexanecarboxamide (50 mg, 0.102 mmol) in tetrahydrofuran (1 mL) was added diisopropylethylamine (71 μL, 0.407 mmol). The reaction mixture was stirred overnight at room temperature, then purified directly on a short plug of silica gel (5-10% methanol/dichloromethane) to give the title compound. MS [ESI, (M+H)+] m/z=501 amu. Reactants: ClC=1C(=CC(=C(C1)NC(=O)C=1C(N(C=CC1OCC)C1=CC=C(C=C1)F)=O)F)OC1=CC(=NC=C1)Cl (N-(5-chloro-4-((2-chloropyridin-4-yl)oxy)-2-fluorophenyl)-4-ethoxy-1-(4-fluorophenyl)-2-oxo-1,2-dihydropyridine-3-carboxamide), CC1(C2=C(C(=CC=C2)P(C3=CC=CC=C3)C4=CC=CC=C4)OC5=C(C=CC=C51)P(C6=CC=CC=C6)C7=CC=CC=C7)C (Xantphos), C1(CC1)C(=O)N (cyclopropancarboxamide), C(=O)([O-])[O-].[Cs+].[Cs+] (Cs2CO3). The reagents and catalysts are C=1C=CC(=CC1)/C=C/C(=O)/C=C/C2=CC=CC=C2.C=1C=CC(=CC1)/C=C/C(=O)/C=C/C2=CC=CC=C2.C=1C=CC(=CC1)/C=C/C(=O)/C=C/C2=CC=CC=C2.[Pd].[Pd] (Pd2(dba)3). Run in O1CCOCC1 (dioxane). The product is ClC=1C(=CC(=C(C1)NC(=O)C=1C(N(C=CC1OCC)C1=CC=C(C=C1)F)=O)F)OC1=CC(=NC=C1)NC(=O)C1CC1 (N-(5-chloro-4-((2-(cyclopropanecarboxamido)pyridin-4-yl)oxy)-2-fluorophenyl)-4-ethoxy-1-(4-fluorophenyl)-2-oxo-1,2-dihydropyridine-3-carboxamide). The yield is 49.4%. Reaction SMILES: [Cl:1][C:2]1[C:3]([O:29][C:30]2[CH:35]=[CH:34][N:33]=[C:32](Cl)[CH:31]=2)=[CH:4][C:5]([F:28])=[C:6]([NH:8][C:9]([C:11]2[C:12](=[O:27])[N:13]([C:20]3[CH:25]=[CH:24][C:23]([F:26])=[CH:22][CH:21]=3)[CH:14]=[CH:15][C:16]=2[O:17][CH2:18][CH3:19])=[O:10])[CH:7]=1.[CH:37]1([C:40]([NH2:42])=[O:41])[CH2:39][CH2:38]1.C([O-])([O-])=O.[Cs+].[Cs+].CC1(C)C2C(=C(P(C3C=CC=CC=3)C3C=CC=CC=3)C=CC=2)OC2C(P(C3C=CC=CC=3)C3C=CC=CC=3)=CC=CC1=2>C1C=CC(/C=C/C(/C=C/C2C=CC=CC=2)=O)=CC=1.C1C=CC(/C=C/C(/C=C/C2C=CC=CC=2)=O)=CC=1.C1C=CC(/C=C/C(/C=C/C2C=CC=CC=2)=O)=CC=1.[Pd].[Pd].O1CCOCC1>[Cl:1][C:2]1[C:3]([O:29][C:30]2[CH:35]=[CH:34][N:33]=[C:32]([NH:42][C:40]([CH:37]3[CH2:39][CH2:38]3)=[O:41])[CH:31]=2)=[CH:4][C:5]([F:28])=[C:6]([NH:8][C:9]([C:11]2[C:12](=[O:27])[N:13]([C:20]3[CH:21]=[CH:22][C:23]([F:26])=[CH:24][CH:25]=3)[CH:14]=[CH:15][C:16]=2[O:17][CH2:18][CH3:19])=[O:10])[CH:7]=1 |f:2.3.4,6.7.8.9.10|. Reported procedure: Using the procedure of Example 12, N-(5-chloro-4-((2-chloropyridin-4-yl)oxy)-2-fluorophenyl)-4-ethoxy-1-(4-fluorophenyl)-2-oxo-1,2-dihydropyridine-3-carboxamide (0.05 g, 0.094 mmol), cyclopropancarboxamide (12 mg, 0.14 mmol), Cs2CO3 (0.05 g, 0.14 mmol), Xantphos (6 mg, 0.010 mmol), Pd2(dba)3 (5 mg, 0.005 mmol) and dioxane (2 mL) were combined to obtain N-(5-chloro-4-((2-(cyclopropanecarboxamido)pyridin-4-yl)oxy)-2-fluorophenyl)-4-ethoxy-1-(4-fluorophenyl)-2-oxo-1,2-dihydropyridine-3-carboxamide ... Reactants: [BH3-]C#N, CC(=O)O, CO, O=Cc1ccccc1, Cl, NCc1ccc(Nc2ccc(C(F)(F)F)cc2NC(=O)c2cc(Cl)c(Cl)cc2C(=O)O)cc1, [Na+], [Na+], [OH-]. Yields the product O=C(O)c1cc(Cl)c(Cl)cc1C(=O)Nc1cc(C(F)(F)F)ccc1Nc1ccc(CNCc2ccccc2)cc1. RXN SMILES: [C:43]([BH3-:44])#[N:45].[CH3:49][C:50](=[O:51])[OH:52].[CH3:53][OH:54].[CH:35](=[O:36])[c:37]1[cH:38][cH:39][cH:40][cH:41][cH:42]1.[ClH:1].[NH2:2][CH2:3][c:4]1[cH:5][cH:6][c:7]([NH:10][c:11]2[c:12]([NH:21][C:22](=[O:23])[c:24]3[c:25]([C:26](=[O:27])[OH:28])[cH:29][c:30]([Cl:34])[c:31]([Cl:33])[cH:32]3)[cH:13][c:14]([C:17]([F:18])([F:19])[F:20])[cH:15][cH:16]2)[cH:8][cH:9]1.[Na+:46].[Na+:48].[OH-:47]>>[NH:2]([CH2:3][c:4]1[cH:5][cH:6][c:7]([NH:10][c:11]2[c:12]([NH:21][C:22](=[O:23])[c:24]3[c:25]([C:26](=[O:27])[OH:28])[cH:29][c:30]([Cl:34])[c:31]([Cl:33])[cH:32]3)[cH:13][c:14]([C:17]([F:18])([F:19])[F:20])[cH:15][cH:16]2)[cH:8][cH:9]1)[CH2:35][c:37]1[cH:38][cH:39][cH:40][cH:41][cH:42]1. Reactants: alkyl alkanoate, CC(=O)C=1C=CC(=CC1)O (4-hydroxyacetophenone), CC(=C1C=CC(=O)C=C1)NO (4-hydroxyacetophenone oxime), ON (hydroxyl amine). Reagents/catalysts: S(=O)(Cl)Cl (thionyl chloride). Product: C(C)(=O)NC1=CC=C(C=C1)O (N-acetyl-para-aminophenol), ketone, CC(=C1C=CC(=O)C=C1)NO (4-hydroxyacetophenone oxime). RXN SMILES: [CH3:1][C:2]([NH:10][OH:11])=[C:3]1[CH:9]=[CH:8][C:6](=[O:7])[CH:5]=[CH:4]1.[CH3:12][C:13](C1C=CC(O)=CC=1)=[O:14].O[NH2:23]>S(Cl)(Cl)=O>[C:13]([NH:23][C:3]1[CH:4]=[CH:5][C:6]([OH:7])=[CH:8][CH:9]=1)(=[O:14])[CH3:12].[CH3:1][C:2]([NH:10][OH:11])=[C:3]1[CH:9]=[CH:8][C:6](=[O:7])[CH:5]=[CH:4]1. Procedure details: N-acetyl-para-aminophenol is prepared by subjecting 4-hydroxyacetophenone oxime to a Beckmann rearrangement in the presence of a thionyl chloride catalyst and an alkyl alkanoate as the reaction solvent. An integrated process is disclosed wherein 4-hydroxyacetophenone is reacted with a hydroxyl amine salt and a base to obtain the ketoxime of the ketone, e.g., 4-hydroxyacetophenone oxime, extracting the ketoxime product from the reaction with alkanoate ester and subjecting the ketoxime dissolved i... Reactants: COC(=O)C1CCC(CC1)(CNC(=O)C1=C(C=CC=C1)OC#C)C1=CC=CC=C1 (1-Methoxycarbonylmethylidenyl-4-phenyl-4-(3-(2-methoxyphenyl)-3-oxo-2-azaprop-1-yl)-cyclohexane), O=S(Cl)Cl (SOCl2), N1=CC=CC=C1 (pyridine), C(=O)(O)[O-].[Na+] (NaHCO3). Conditions: time 1 hour. Yields the product C(C)(=O)OCC1=CCC(CC1)(CNC(=O)C1=C(C=CC=C1)OC)C1=CC=CC=C1 (1-Acetoxymethyl-4-phenyl-4-(3-(2-methoxyphenyl)-3-oxo-2-azaprop-1-yl)-cyclohex-1-ene). As a reaction SMILES: CO[C:3]([CH:5]1[CH2:10][CH2:9][C:8]([C:24]2[CH:29]=[CH:28][CH:27]=[CH:26][CH:25]=2)([CH2:11][NH:12][C:13]([C:15]2[CH:20]=[CH:19][CH:18]=[CH:17][C:16]=2[O:21][C:22]#C)=[O:14])[CH2:7][CH2:6]1)=[O:4].O=S(Cl)Cl.[C:34]([O-:37])(O)=O.[Na+].N1C=CC=C[CH:40]=1>>[C:34]([O:4][CH2:3][C:5]1[CH2:10][CH2:9][C:8]([C:24]2[CH:29]=[CH:28][CH:27]=[CH:26][CH:25]=2)([CH2:11][NH:12][C:13]([C:15]2[CH:20]=[CH:19][CH:18]=[CH:17][C:16]=2[O:21][CH3:22])=[O:14])[CH2:7][CH:6]=1)(=[O:37])[CH3:40] |f:2.3|. Reported procedure: To a solution of 1-hydroxy-1-acetoxymethyl)-4-phenyl-4-(3-(2-methoxyphenyl)-3-oxo-2-azaprop-1-yl)-cyclohexane (Example 171, isomer #1, 19.5 mg, 0.047 mmol) in 2 mL of pyridine was added SOCl2 (0.2 mL, 2.7 mmol) at 0° C. and the mixture was stirred at rt for 1 h. It was then poured into NaHCO3, extracted with CH2Cl2 (2×), dried over MgSO4 filtered and concentrated. The residue was purified by HPLC (Waters RCM, μ Porosil, 25 mm×10 cm) using a mixture of (5:4:1 hexane-methyl tert-butyl ether-aceton... Reactants: BrC1=CC=CC(=N1)CN1C=C(C(C2=CC=CC=C12)=O)C(C1=CC=C(C=C1)C1OCCCO1)=O (1-(6-Bromo-pyridin-2-ylmethyl)-3-(4-[1,3]dioxan-2-yl-benzoyl)-1H-quinolin-4-one), Cl (HCl). Run in O1CCOCC1 (dioxane). Yields the product BrC1=CC=CC(=N1)CN1C=C(C(C2=CC=CC=C12)=O)C(=O)C1=CC=C(C=O)C=C1 (4-[1-(6-Bromo-pyridin-2-ylmethyl)-4-oxo-1,4-dihydro-quinoline-3-carbonyl]-benzaldehyde). As a reaction SMILES: [Br:1][C:2]1[N:7]=[C:6]([CH2:8][N:9]2[C:18]3[C:13](=[CH:14][CH:15]=[CH:16][CH:17]=3)[C:12](=[O:19])[C:11]([C:20](=[O:33])[C:21]3[CH:26]=[CH:25][C:24]([CH:27]4OCCC[O:28]4)=[CH:23][CH:22]=3)=[CH:10]2)[CH:5]=[CH:4][CH:3]=1.Cl>O1CCOCC1>[Br:1][C:2]1[N:7]=[C:6]([CH2:8][N:9]2[C:18]3[C:13](=[CH:14][CH:15]=[CH:16][CH:17]=3)[C:12](=[O:19])[C:11]([C:20]([C:21]3[CH:22]=[CH:23][C:24]([CH:27]=[O:28])=[CH:25][CH:26]=3)=[O:33])=[CH:10]2)[CH:5]=[CH:4][CH:3]=1. Procedure details: 4-[1-(6-Bromo-pyridin-2-ylmethyl)-4-oxo-1,4-dihydro-quinoline-3-carbonyl]-benzaldehyde was synthesized analogous to example 10 with 90 mg (0.18 mmol) of 1-(6-Bromo-pyridin-2-ylmethyl)-3-(4-[1,3]dioxan-2-yl-benzoyl)-1H-quinolin-4-one, 4 mL of 4 N HCl in dioxane. The crude product obtained was used directly for next step with 84 mg (0.4 mmol) of sodium triacetoxyborohydride, 0.2 mL (2.0 M, 0.4 mmol) of methylamine in THF, 2 mL of DCM. The crude product was purified by flash chromatograph to yield ...